The task is: describe an organic reaction: reactants, conditions, products, and yield. This data is from the Open Reaction Database (ORD), a public repository of structured organic reaction records. Starting materials: COc2ccc1ccccc1c2 (substrate), Cc2ccc(B1OCC(C)(C)CO1)cc2 (effective_coupling_partner). The reagents and catalysts are ICy. Conditions: temperature 120 celsius, time 12 hour. Product: Cc3ccc(c2ccc1ccccc1c2)cc3.